Dataset: the Open Reaction Database (ORD), a public repository of structured organic reaction records. Task: describe an organic reaction: reactants, conditions, products, and yield The reactants are NC=1NC(=CC1C(=O)OCC)C1=CC=C(C=C1)[N+](=O)[O-] (2-amino-3-ethoxycarbonyl-5-(4-nitro-phenyl)-pyrrole), C(=O)N (formamide), CN(C)C=O (DMF), C(=O)O (formic acid). Run in C(C)(C)O (isopropanol). Product: OC=1C2=C(N=CN1)NC(=C2)C2=CC=C(C=C2)[N+](=O)[O-] (4-Hydroxy-6-(4-nitro-phenyl)-7H-pyrrolo[2,3-d]pyrimidine), rust. As a reaction SMILES: [NH2:1][C:2]1[NH:3][C:4]([C:12]2[CH:17]=[CH:16][C:15]([N+:18]([O-:20])=[O:19])=[CH:14][CH:13]=2)=[CH:5][C:6]=1[C:7]([O:9]CC)=O.[CH:21]([NH2:23])=O.CN(C=O)C.C(O)=O>C(O)(C)C>[OH:9][C:7]1[C:6]2[CH:5]=[C:4]([C:12]3[CH:13]=[CH:14][C:15]([N+:18]([O-:20])=[O:19])=[CH:16][CH:17]=3)[NH:3][C:2]=2[N:1]=[CH:21][N:23]=1. Procedure: 2.5 g (97 mmol) of 2-amino-3-ethoxycarbonyl-5-(4-nitro-phenyl)-pyrrole, 19.4 ml of formamide, 9.7 ml of DMF and 3.1 ml of formic acid are stirred together at 150° C. for 22 hours. 1 ml of isopropanol is added to the warm reaction mixture. After the reaction mixture has cooled, the precipitated product is filtered off and washed in succession 3 times with 10 ml of ethanol each time, twice with 10 ml of isopropanol each time and twice with 10 ml of hexane each time. The title compound is obtained ... Starting materials: C1(=CC(=CC=C1)C1C(=C(NC=2C3=NC(=CC(=C3CCC12)C1=CC=CC=C1)C1=CC=CC=C1)C1=CC=CC=C1)C#N)C1C(=C(NC=2C3=NC(=CC(=C3CCC12)C1=CC=CC=C1)C1=CC=CC=C1)C1=CC=CC=C1)C#N (4,4′-(1,3-phenylene)bis(2,7,9-triphenyl-1,4,5,6-tetrahydro-1,10-phenanthroline-3-carbonitrile)), C(Cl)Cl (CH2Cl2). The reagents and catalysts are [Pd] (Pd/C). The solvent is C(COCCO)O (diethyleneglycol). Product: C1(=CC(=CC=C1)C1=C(C(=NC2=C3N=C(C=C(C3=CC=C12)C1=CC=CC=C1)C1=CC=CC=C1)C1=CC=CC=C1)C#N)C1=C(C(=NC2=C3N=C(C=C(C3=CC=C12)C1=CC=CC=C1)C1=CC=CC=C1)C1=CC=CC=C1)C#N (4,4′-(1,3-phenylene)bis(2,7,9-triphenyl-1,10-phenanthroline-3-carbonitrile)). Reaction SMILES: [C:1]1([CH:41]2[C:54]3[CH2:53][CH2:52][C:51]4[C:46](=[N:47][C:48]([C:61]5[CH:66]=[CH:65][CH:64]=[CH:63][CH:62]=5)=[CH:49][C:50]=4[C:55]4[CH:60]=[CH:59][CH:58]=[CH:57][CH:56]=4)[C:45]=3[NH:44][C:43]([C:67]3[CH:72]=[CH:71][CH:70]=[CH:69][CH:68]=3)=[C:42]2[C:73]#[N:74])[CH:6]=[CH:5][CH:4]=[C:3]([CH:7]2[C:20]3[CH2:19][CH2:18][C:17]4[C:12](=[N:13][C:14]([C:27]5[CH:32]=[CH:31][CH:30]=[CH:29][CH:28]=5)=[CH:15][C:16]=4[C:21]4[CH:26]=[CH:25][CH:24]=[CH:23][CH:22]=4)[C:11]=3[NH:10][C:9]([C:33]3[CH:38]=[CH:37][CH:36]=[CH:35][CH:34]=3)=[C:8]2[C:39]#[N:40])[CH:2]=1.C(Cl)Cl>C(O)COCCO.[Pd]>[C:3]1([C:7]2[C:20]3[C:11](=[C:12]4[C:17](=[CH:18][CH:19]=3)[C:16]([C:21]3[CH:26]=[CH:25][CH:24]=[CH:23][CH:22]=3)=[CH:15][C:14]([C:27]3[CH:32]=[CH:31][CH:30]=[CH:29][CH:28]=3)=[N:13]4)[N:10]=[C:9]([C:33]3[CH:38]=[CH:37][CH:36]=[CH:35][CH:34]=3)[C:8]=2[C:39]#[N:40])[CH:4]=[CH:5][CH:6]=[C:1]([C:41]2[C:54]3[C:45](=[C:46]4[C:51](=[CH:52][CH:53]=3)[C:50]([C:55]3[CH:60]=[CH:59][CH:58]=[CH:57][CH:56]=3)=[CH:49][C:48]([C:61]3[CH:62]=[CH:63][CH:64]=[CH:65][CH:66]=3)=[N:47]4)[N:44]=[C:43]([C:67]3[CH:68]=[CH:69][CH:70]=[CH:71][CH:72]=3)[C:42]=2[C:73]#[N:74])[CH:2]=1. Procedure: suspension of 4,4′-(1,3-phenylene)bis(2,7,9-triphenyl-1,4,5,6-tetrahydro-1,10-phenanthroline-3-carbonitrile) (5) in 2 L diethyleneglycol was heated until total dissolution. 10 g Pd/C was then slowly added, and the reaction was refluxed for 72 hours with argon bubbling directly in the solution. The reaction was monitored by TLC (Silica Gel; CH2Cl2). The starting material's spot (rf: 0.8, blue-green under 366 nm) converted into a blue fluorescent spot (rf: 0.9). Once the starting material spot has... Reactants: C, CC(O)C(O)COc1nc(N2CCN(C(=O)OCc3ccccc3)CC2)nc2ccccc12, CO, C1COCCO1, [Pd]. Yields the product CC(O)C(O)COc1nc(N2CCNCC2)nc2ccccc12. Reaction SMILES: [C:42].[CH2:1]([O:2][C:3](=[O:4])[N:11]1[CH2:12][CH2:13][N:14]([c:17]2[n:18][c:19]3[cH:20][cH:21][cH:22][cH:23][c:24]3[c:25]([O:27][CH2:28][CH:29]([CH:30]([CH3:31])[OH:32])[OH:33])[n:26]2)[CH2:15][CH2:16]1)[c:5]1[cH:6][cH:7][cH:8][cH:9][cH:10]1.[CH3:40][OH:41].[O:34]1[CH2:35][CH2:36][O:37][CH2:38][CH2:39]1.[Pd:43]>>[NH:11]1[CH2:12][CH2:13][N:14]([c:17]2[n:18][c:19]3[cH:20][cH:21][cH:22][cH:23][c:24]3[c:25]([O:27][CH2:28][CH:29]([CH:30]([CH3:31])[OH:32])[OH:33])[n:26]2)[CH2:15][CH2:16]1. Starting materials: ClC=1N=CN(C1C(=O)NCC1=C(C(=C(C=C1)Cl)OC1=CC(=CC(=C1)CC=C)C#N)F)COCC[Si](C)(C)C (4-chloro-N-[(4-chloro-3-{[3-cyano-5-(2-propen-1-yl)phenyl]oxy}-2-fluorophenyl)methyl]-1-({[2-(trimethylsilyl)ethyl]oxy}methyl)-1H-imidazole-5-carboxamide), [OH-].[K+] (KOH), CN(C(=O)N)N=O (N-methyl-N-nitrosourea). Reagents/catalysts: C(C)(=O)[O-].[Pd+2].C(C)(=O)[O-] (palladium(II) acetate). The solvent is C(C)OCC (diethyl ether), C(C)OCC (diethyl ether). Reaction conditions: temperature 0 celsius. Yields the product ClC=1N=CN(C1C(=O)NCC1=C(C(=C(C=C1)Cl)OC1=CC(=CC(=C1)CC1CC1)C#N)F)COCC[Si](C)(C)C (4-chloro-N-[(4-chloro-3-{[3-cyano-5-(cyclopropylmethyl)phenyl]oxy}-2-fluorophenyl)methyl]-1-({[2-(trimethylsilyl)ethyl]oxy}methyl)-1H-imidazole-5-carboxamide). As a reaction SMILES: [OH-].[K+].[CH3:3]N(N=O)C(N)=O.[Cl:10][C:11]1[N:12]=[CH:13][N:14]([CH2:40][O:41][CH2:42][CH2:43][Si:44]([CH3:47])([CH3:46])[CH3:45])[C:15]=1[C:16]([NH:18][CH2:19][C:20]1[CH:25]=[CH:24][C:23]([Cl:26])=[C:22]([O:27][C:28]2[CH:33]=[C:32]([CH2:34][CH:35]=[CH2:36])[CH:31]=[C:30]([C:37]#[N:38])[CH:29]=2)[C:21]=1[F:39])=[O:17]>C(OCC)C.C([O-])(=O)C.[Pd+2].C([O-])(=O)C>[Cl:10][C:11]1[N:12]=[CH:13][N:14]([CH2:40][O:41][CH2:42][CH2:43][Si:44]([CH3:47])([CH3:46])[CH3:45])[C:15]=1[C:16]([NH:18][CH2:19][C:20]1[CH:25]=[CH:24][C:23]([Cl:26])=[C:22]([O:27][C:28]2[CH:33]=[C:32]([CH2:34][CH:35]3[CH2:3][CH2:36]3)[CH:31]=[C:30]([C:37]#[N:38])[CH:29]=2)[C:21]=1[F:39])=[O:17] |f:0.1,5.6.7|. Reported procedure: To a mixture of 30% aqueous KOH (11 mL) and diethyl ether (11 mL) was added N-methyl-N-nitrosourea (0.097 g, 0.938 mmol) in one portion with stirring and cooling at 0° C. and the reaction mixture was maintained at this temperature for 20 min. The organic phase was isolated, dried over KOH pellets and added dropwise to a solution of 4-chloro-N-[(4-chloro-3-{[3-cyano-5-(2-propen-1-yl)phenyl]oxy}-2-fluorophenyl)methyl]-1-({[2-(trimethylsilyl)ethyl]oxy}methyl)-1H-imidazole-5-carboxamide (0.054 g, 0....